From a dataset of the Open Reaction Database (ORD), a public repository of structured organic reaction records. describe an organic reaction: reactants, conditions, products, and yield Reactants: S1(=O)(=O)NC(=O)C2=CC=CC=C12 (saccharin), ClC=1C=C(C2=C(OCCO2)C1)N1CCN(CC1)CCCl (1-(7-chloro-2,3-dihydro-1,4-benzodioxin-5-yl)-4-(2-chloroethyl)piperazine), A-0190472, [H-].[Na+] (sodium hydride). The solvent is CN(C)C=O (DMF), CN(C)C=O (DMF), CN(C)C=O (DMF). Yields the product Cl.ClC=1C=C(C2=C(OCCO2)C1)N1CCN(CC1)CCN1S(C2=C(C1=O)C=CC=C2)(=O)=O (2-(2-(4-(7-chloro-2,3-dihydro-1,4-benzodioxin-5-yl)-1-piperazinyl)-ethyl)-1,2-benzisothiazole-3(2H)-one-1,1-dioxide, hydrochloride). RXN SMILES: [H-].[Na+].[S:3]1([C:14]2[C:9](=[CH:10][CH:11]=[CH:12][CH:13]=2)[C:7](=[O:8])[NH:6]1)(=[O:5])=[O:4].[Cl:15][C:16]1[CH:17]=[C:18]([N:26]2[CH2:31][CH2:30][N:29]([CH2:32][CH2:33]Cl)[CH2:28][CH2:27]2)[C:19]2[O:24][CH2:23][CH2:22][O:21][C:20]=2[CH:25]=1>CN(C=O)C>[ClH:15].[Cl:15][C:16]1[CH:17]=[C:18]([N:26]2[CH2:27][CH2:28][N:29]([CH2:32][CH2:33][N:6]3[C:7](=[O:8])[C:9]4[CH:10]=[CH:11][CH:12]=[CH:13][C:14]=4[S:3]3(=[O:4])=[O:5])[CH2:30][CH2:31]2)[C:19]2[O:24][CH2:23][CH2:22][O:21][C:20]=2[CH:25]=1 |f:0.1,5.6|. Procedure: To a stirred suspension of sodium hydride (0.31 g, 13 mmol) in 12 ml of dry DMF was added saccharin (2.29 g, 13 mmol) in 12 ml of dry DMF. Stirring was continued for 10 minutes before 1-(7-chloro-2,3-dihydro-1,4-benzodioxin-5-yl)-4-(2-chloroethyl)piperazine (4.12 g, 13 mmol) (which can be obtained as described in EP-A-0190472) in 20 ml of dry DMF was added. The reaction mixture was heated under a nitrogen atmosphere for 7 hours, cooled down and extracted with ethylacetate (3×100 ml). The combine...